From a dataset of the Open Reaction Database (ORD), a public repository of structured organic reaction records. describe an organic reaction: reactants, conditions, products, and yield Reactants: Cc1ccc(CO)c(C)c1, ClCCl, CC(C)OC(=O)N=NC(=O)OC(C)C, CCOC(=O)c1cnn(-c2cccc(-c3cccc(I)c3O)n2)c1C(F)(F)F, c1ccc(P(c2ccccc2)c2ccccc2)cc1. RXN SMILES: [CH3:29][c:30]1[c:31]([CH2:32][OH:33])[cH:34][cH:35][c:36]([CH3:38])[cH:37]1.[Cl:72][CH2:73][Cl:74].[O:58]=[C:59]([O:60][CH:61]([CH3:62])[CH3:63])[N:64]=[N:65][C:66]([O:67][CH:68]([CH3:69])[CH3:70])=[O:71].[OH:1][c:2]1[c:3](-[c:9]2[cH:10][cH:11][cH:12][c:13](-[n:15]3[n:16][cH:17][c:18]([C:24](=[O:25])[O:26][CH2:27][CH3:28])[c:19]3[C:20]([F:21])([F:22])[F:23])[n:14]2)[cH:4][cH:5][cH:6][c:7]1[I:8].[c:39]1([P:40]([c:41]2[cH:42][cH:43][cH:44][cH:45][cH:46]2)[c:47]2[cH:48][cH:49][cH:50][cH:51][cH:52]2)[cH:53][cH:54][cH:55][cH:56][cH:57]1>>[O:1]([c:2]1[c:3](-[c:9]2[cH:10][cH:11][cH:12][c:13](-[n:15]3[n:16][cH:17][c:18]([C:24](=[O:25])[O:26][CH2:27][CH3:28])[c:19]3[C:20]([F:21])([F:22])[F:23])[n:14]2)[cH:4][cH:5][cH:6][c:7]1[I:8])[CH2:32][c:31]1[c:30]([CH3:29])[cH:37][c:36]([CH3:38])[cH:35][cH:34]1. Product: CCOC(=O)c1cnn(-c2cccc(-c3cccc(I)c3OCc3ccc(C)cc3C)n2)c1C(F)(F)F.